From a dataset of the Open Reaction Database (ORD), a public repository of structured organic reaction records. describe an organic reaction: reactants, conditions, products, and yield The product is OC=1C=C2C=C(NC2=CC1)S(N)(=O)=O (5-hydroxy-2-sulfamoyl-1H-indole). As a reaction SMILES: C[O:2][C:3]1[CH:4]=[C:5]2[C:9](=[CH:10][CH:11]=1)[NH:8][C:7]([S:12](=[O:15])(=[O:14])[NH2:13])=[CH:6]2.Cl.N1C=CC=CC=1>>[OH:2][C:3]1[CH:4]=[C:5]2[C:9](=[CH:10][CH:11]=1)[NH:8][C:7]([S:12](=[O:14])(=[O:15])[NH2:13])=[CH:6]2 |f:1.2|. Procedure details: 5-Methoxy-2-sulfamoyl-1H-indole (2.5 gm, 11 mmol) was mixed with pyridine hydrochloride (7.5 gm) and heated neat at 190° C. for 30 minutes. The reaction was cooled to 140° C. and poured onto ice water (25 gm). The mixture was extracted with ethyl acetate (3×100 ml), washed with water (2×50 ml), brine (2×25 ml) and dried (MgSO4). The ethyl acetate was removed under vacuum to yield a brown solid 2.4 gm. The solid was flash chromatographed using silica gel with 95/5 (V/V) chloroform-methanol. The i... Isolated yield 102.8%. Conditions: temperature 190 celsius. Reactants: COC=1C=C2C=C(NC2=CC1)S(N)(=O)=O (5-Methoxy-2-sulfamoyl-1H-indole), Cl.N1=CC=CC=C1 (pyridine hydrochloride). Reactants: O=C([O-])O, CN1CCCC1=O, CN(c1ccccc1)S(=O)(=O)Cc1ccc2ccc3ncc(Cl)cc3c(=O)c2c1, NCc1ccccn1, [Na+]. The product is O=c1c2cc(CS(=O)(=O)NCc3ccccn3)ccc2ccc2ncc(Cl)cc12. RXN SMILES: [C:38](=[O:39])([O-:40])[OH:41].[CH3:43][N:44]1[CH2:45][CH2:46][CH2:47][C:48]1=[O:49].[Cl:9][c:10]1[cH:11][c:12]2[c:13]([n:14][cH:15]1)[cH:16][cH:17][c:18]1[c:19]([c:20]2=[O:21])[cH:22][c:23]([CH2:26][S:27](=[O:28])(=[O:29])[N:30]([CH3:31])[c:32]2[cH:33][cH:34][cH:35][cH:36][cH:37]2)[cH:24][cH:25]1.[NH2:1][CH2:2][c:3]1[n:4][cH:5][cH:6][cH:7][cH:8]1.[Na+:42]>>[NH:1]([CH2:2][c:3]1[n:4][cH:5][cH:6][cH:7][cH:8]1)[S:27]([CH2:26][c:23]1[cH:22][c:19]2[c:18]([cH:17][cH:16][c:13]3[c:12]([cH:11][c:10]([Cl:9])[cH:15][n:14]3)[c:20]2=[O:21])[cH:25][cH:24]1)(=[O:28])=[O:29]. Reactants: CCCCO, CCN(C(C)C)C(C)C, Cc1cc(Nc2cc(N(C)S(=O)(=O)N(C)C)nc(Cl)n2)n[nH]1, Cl, CC(N)c1ncc(F)cn1. The product is Cc1cc(Nc2cc(N(C)S(=O)(=O)N(C)C)nc(NC(C)c3ncc(F)cn3)n2)n[nH]1. RXN SMILES: [CH2:43]([OH:44])[CH2:45][CH2:46][CH3:47].[CH:34]([N:35]([CH2:36][CH3:37])[CH:38]([CH3:39])[CH3:40])([CH3:41])[CH3:42].[Cl:1][c:2]1[n:3][c:4]([NH:16][c:17]2[n:18][nH:19][c:20]([CH3:22])[cH:21]2)[cH:5][c:6]([N:8]([S:9](=[O:10])(=[O:11])[N:12]([CH3:13])[CH3:14])[CH3:15])[n:7]1.[ClH:23].[F:24][c:25]1[cH:26][n:27][c:28]([CH:31]([CH3:32])[NH2:33])[n:29][cH:30]1>>[c:2]1([NH:33][CH:31]([c:28]2[n:27][cH:26][c:25]([F:24])[cH:30][n:29]2)[CH3:32])[n:3][c:4]([NH:16][c:17]2[n:18][nH:19][c:20]([CH3:22])[cH:21]2)[cH:5][c:6]([N:8]([S:9](=[O:10])(=[O:11])[N:12]([CH3:13])[CH3:14])[CH3:15])[n:7]1.